From a dataset of the Open Reaction Database (ORD), a public repository of structured organic reaction records. describe an organic reaction: reactants, conditions, products, and yield Reactants: C(CO)O (1,2-Ethanediol), [OH-].[Na+] (Sodium hydroxide), BrC1=CC=C(C=C1)CC#N (4-bromobenzeneacetonitrile), BrCCCl (1-bromo-2-chloro-ethane). The reagents and catalysts are [Cl-].C(C1=CC=CC=C1)[N+](CC)(CC)CC (benzyltriethylammonium chloride). Solvent: ice water. Reaction conditions: temperature 100 celsius. The product is BrC1=CC=C(C=C1)C1(CC1)C(=O)O (1-(4-bromophenyl)cyclopropanecarboxylic acid). As a reaction SMILES: [OH-:1].[Na+].[Br:3][C:4]1[CH:9]=[CH:8][C:7](CC#N)=[CH:6][CH:5]=1.Br[CH2:14][CH2:15]Cl.[CH2:17]([OH:20])[CH2:18]O>[Cl-].C([N+](CC)(CC)CC)C1C=CC=CC=1>[Br:3][C:4]1[CH:5]=[CH:6][C:7]([C:18]2([C:17]([OH:20])=[O:1])[CH2:15][CH2:14]2)=[CH:8][CH:9]=1 |f:0.1,5.6|. Reported procedure: Sodium hydroxide (50% aqueous solution, 60.0 g, 1.03 mol) was added to a mixture of 4-bromobenzeneacetonitrile (19.6 g, 0.100 mol), benzyltriethylammonium chloride (1.8 g, 0.0079 mol), and 1-bromo-2-chloro-ethane (30.0 g, 0.209 mol) at 50° C. for 5 hours. 1,2-Ethanediol (200.0 mL, 3.588 mol) was added to the mixture and the resulting mixture was heated at 100° C. overnight. The mixture was poured into ice-water (30 mL) and was extracted with ethyl ether (2×10 mL). The aqueous phase was acidified... The reactants are C(C)OC(=O)C1C(CCC(C1)(C1=CC=CC=C1)C#N)=O (5-cyano-2-oxo-5-phenyl-cyclohexane carboxylic acid ethyl ester), Cl (hydrochloric acid). Solvent: O (water), [Na+].[Cl-] (NaCl), C(C)(=O)O (acetic acid). Conditions: temperature 2.5 celsius, time 3.5 hour. Product: O=C1CCC(CC1)(C#N)C1=CC=CC=C1 (4-oxo-1-phenyl-cyclohexane carbonitrile). RXN SMILES: C(OC([CH:6]1[CH2:11][C:10]([C:18]#[N:19])([C:12]2[CH:17]=[CH:16][CH:15]=[CH:14][CH:13]=2)[CH2:9][CH2:8][C:7]1=[O:20])=O)C.Cl>C(O)(=O)C.O.[Na+].[Cl-]>[O:20]=[C:7]1[CH2:8][CH2:9][C:10]([C:12]2[CH:13]=[CH:14][CH:15]=[CH:16][CH:17]=2)([C:18]#[N:19])[CH2:11][CH2:6]1 |f:4.5|. Reported procedure: The title compound of step 1 (70.8 g, 261 mmol) in a mixture of acetic acid (810 mL) and concentrated hydrochloric acid (354 mL) was heated to boiling for 3.5 h under DC control. The mixture was then cooled to 0 to 5° C., diluted with water (1 L), saturated with NaCl and extracted cold with ethyl acetate (3×300 mL). The ethyl acetate phase was washed with water and concentrated to low volume in a vacuum. The solid residue was dissolved once again in ethyl acetate, washed with NaHCO3 solution and... The reactants are C(C)OC(=O)C=1C(=C2C(=C(N1)Br)SN=C2C2=CC=CC=C2)O (7-bromo-4-hydroxy-3-phenyl-isothiazolo[5,4-c]pyridine-5-carboxylic acid ethyl ester), C(CCC)[Sn](C1=NC=CC=C1)(CCCC)CCCC (2-(tributylstannyl)pyridine). The product is C(C)OC(=O)C=1C(=C2C(=C(N1)C1=NC=CC=C1)SN=C2C2=CC=CC=C2)O (4-Hydroxy-3-phenyl-7-pyridin-2-yl-isothiazolo[5,4-c]pyridine-5-carboxylic acid ethyl ester). Reaction SMILES: [CH2:1]([O:3][C:4]([C:6]1[C:7]([OH:22])=[C:8]2[C:15]([C:16]3[CH:21]=[CH:20][CH:19]=[CH:18][CH:17]=3)=[N:14][S:13][C:9]2=[C:10](Br)[N:11]=1)=[O:5])[CH3:2].C([Sn](CCCC)(CCCC)[C:28]1[CH:33]=[CH:32][CH:31]=[CH:30][N:29]=1)CCC>>[CH2:1]([O:3][C:4]([C:6]1[C:7]([OH:22])=[C:8]2[C:15]([C:16]3[CH:21]=[CH:20][CH:19]=[CH:18][CH:17]=3)=[N:14][S:13][C:9]2=[C:10]([C:28]2[CH:33]=[CH:32][CH:31]=[CH:30][N:29]=2)[N:11]=1)=[O:5])[CH3:2]. Reported procedure: The title compound was synthesized in analogy to Example 3 from 7-bromo-4-hydroxy-3-phenyl-isothiazolo[5,4-c]pyridine-5-carboxylic acid ethyl ester and 2-(tributylstannyl)pyridine: MS (m/z) 378.1 (M+1).